Dataset: the Open Reaction Database (ORD), a public repository of structured organic reaction records. Task: describe an organic reaction: reactants, conditions, products, and yield Run in C(C)OCC (diethyl ether). Reactants: CNC (dimethylamine), F[B-](F)(F)F.CN(C1=CC=C(C=N[N+]2=C(N(C=C2)N=CC2=CC=C(C=C2)N(C)C)SC)C=C1)C (1,3-bis[[p-(dimethylamino)benzylidene]amino]-2(methylthio)imidazolium tetrafluoroborate), CN(C=O)C (dimethylformamide). Yields the product F[B-](F)(F)F.CN(C1=CC=C(C=N[N+]2=C(N(C=C2)N=CC2=CC=C(C=C2)N(C)C)N(C)C)C=C1)C (1,3-bis[[p-(dimethylamino)benzylidene]amino]-2-(dimethylamino)imidazolium tetrafluoroborate). Procedure details: Gaseous dimethylamine is passed through a mixture of 2.47 g of 1,3-bis[[p-(dimethylamino)benzylidene]amino]-2(methylthio)imidazolium tetrafluoroborate and 30 ml of absolute dimethylformamide until a weight increase of 0.4 g (corresponding to 1.8 equivalents) is achieved and the mixture is subsequently stirred at room temperature overnight. From the resulting reddish solution, there is obtained by the addition of diethyl ether a crystalline precipitate which is removed by filtration under suction... Run at time 8 hour. RXN SMILES: [CH3:1][NH:2][CH3:3].[F:4][B-:5]([F:8])([F:7])[F:6].[CH3:9][N:10]([CH3:37])[C:11]1[CH:36]=[CH:35][C:14]([CH:15]=[N:16][N+:17]2[CH:21]=[CH:20][N:19]([N:22]=[CH:23][C:24]3[CH:29]=[CH:28][C:27]([N:30]([CH3:32])[CH3:31])=[CH:26][CH:25]=3)[C:18]=2SC)=[CH:13][CH:12]=1.CN(C)C=O>C(OCC)C>[F:4][B-:5]([F:8])([F:7])[F:6].[CH3:9][N:10]([CH3:37])[C:11]1[CH:36]=[CH:35][C:14]([CH:15]=[N:16][N+:17]2[CH:21]=[CH:20][N:19]([N:22]=[CH:23][C:24]3[CH:29]=[CH:28][C:27]([N:30]([CH3:32])[CH3:31])=[CH:26][CH:25]=3)[C:18]=2[N:2]([CH3:3])[CH3:1])=[CH:13][CH:12]=1 |f:1.2,5.6|. Reaction SMILES: [C:1]([CH:2]([O:3][c:4]1[cH:5][cH:6][c:7]([Cl:8])[cH:9][c:10]1[C:11]#[CH:12])[C:13]([O-:14])=[O:15])([CH3:16])([CH3:17])[CH3:18].[CH3:19][Si:20]([C:21]#[C:22][c:23]1[cH:24][c:25]([S:29](=[O:30])(=[O:31])[CH2:32][CH2:33][CH3:34])[cH:26][cH:27][cH:28]1)([CH3:35])[CH3:36]>>[CH:21]#[C:22][c:23]1[cH:24][c:25]([S:29](=[O:30])(=[O:31])[CH2:32][CH2:33][CH3:34])[cH:26][cH:27][cH:28]1. Starting materials: C#Cc1cc(Cl)ccc1OC(C(=O)[O-])C(C)(C)C, CCCS(=O)(=O)c1cccc(C#C[Si](C)(C)C)c1. The product is C#Cc1cccc(S(=O)(=O)CCC)c1. The reactants are CC(C)(C)C(=O)c1cn(COCC[Si](C)(C)C)c2ncc(Br)nc12, O=C([O-])[O-], CS(C)=O, [Cu]I, [K+], [K+], Nc1ccccc1, O=C(O)C1CCCN1. Product: CC(C)(C)C(=O)c1cn(COCC[Si](C)(C)C)c2ncc(Nc3ccccc3)nc12. RXN SMILES: [Br:1][c:2]1[n:3][c:4]2[c:5]([n:6][cH:7]1)[n:8]([CH2:17][O:18][CH2:19][CH2:20][Si:21]([CH3:22])([CH3:23])[CH3:24])[cH:9][c:10]2[C:11]([C:12]([CH3:13])([CH3:14])[CH3:15])=[O:16].[C:25](=[O:26])([O-:27])[O-:28].[CH3:46][S:47]([CH3:48])=[O:49].[Cu:50][I:51].[K+:29].[K+:30].[NH2:39][c:40]1[cH:41][cH:42][cH:43][cH:44][cH:45]1.[OH:31][C:32]([CH:33]1[NH:34][CH2:35][CH2:36][CH2:37]1)=[O:38]>>[c:2]1([NH:39][c:40]2[cH:41][cH:42][cH:43][cH:44][cH:45]2)[n:3][c:4]2[c:5]([n:6][cH:7]1)[n:8]([CH2:17][O:18][CH2:19][CH2:20][Si:21]([CH3:22])([CH3:23])[CH3:24])[cH:9][c:10]2[C:11]([C:12]([CH3:13])([CH3:14])[CH3:15])=[O:16]. The reactants are C23H26ClN5O2, ClCl (chlorine), C(C1=CC=CC=C1)OC(=O)NCC[C@@H](C1=NC2=C(N1)C=CC(=C2)Cl)NC(C2=CC(=C(C=C2)C(=O)N2CCCC2)C)=O (N-[(1S)-3-(benzyloxycarbonylamino)-1-(5-chloro-1H-benzimidazol-2-yl)propyl]-3-methyl-4-(pyrrolidin-1-ylcarbonyl)benzamide), I[Si](C)(C)C (iodotrimethylsilane), ClCCl.C(C)O (dichloromethane ethanol). The solvent is ClCCl (dichloromethane). Yields the product NCC[C@@H](C1=NC2=C(N1)C=CC(=C2)Cl)NC(C2=CC(=C(C=C2)C(=O)N2CCCC2)C)=O (N-[(1S)-3-amino-1-(5-chloro-1H-benzimidazol-2-yl)propyl]-3-methyl-4-(pyrrolidin-1-ylcarbonyl)benzamide). Reaction SMILES: C(OC([NH:11][CH2:12][CH2:13][C@H:14]([NH:25][C:26](=[O:41])[C:27]1[CH:32]=[CH:31][C:30]([C:33]([N:35]2[CH2:39][CH2:38][CH2:37][CH2:36]2)=[O:34])=[C:29]([CH3:40])[CH:28]=1)[C:15]1[NH:19][C:18]2[CH:20]=[CH:21][C:22]([Cl:24])=[CH:23][C:17]=2[N:16]=1)=O)C1C=CC=CC=1.I[Si](C)(C)C.ClCCl.C(O)C.ClCl>ClCCl>[NH2:11][CH2:12][CH2:13][C@H:14]([NH:25][C:26](=[O:41])[C:27]1[CH:32]=[CH:31][C:30]([C:33]([N:35]2[CH2:39][CH2:38][CH2:37][CH2:36]2)=[O:34])=[C:29]([CH3:40])[CH:28]=1)[C:15]1[NH:19][C:18]2[CH:20]=[CH:21][C:22]([Cl:24])=[CH:23][C:17]=2[N:16]=1 |f:2.3|. Procedure details: Prepared analogously to Example 94 from N-[(1S)-3-(benzyloxycarbonylamino)-1-(5-chloro-1H-benzimidazol-2-yl)propyl]-3-methyl-4-(pyrrolidin-1-ylcarbonyl)benzamide and iodotrimethylsilane in dichloromethane. Yield: quantitative; Rf value: 0.25 (silica gel; dichloromethane/ethanol=4:1); C23H26ClN5O2 (439.94); mass spectrum: (M+H)+=440/442 (chlorine isotope).